Dataset: the Open Reaction Database (ORD), a public repository of structured organic reaction records. Task: describe an organic reaction: reactants, conditions, products, and yield The reactants are CCOC(=O)C1(C(C)(C)O[SiH2]C(C)(C)C)CCN(Cc2ccccc2)C1, CO, O=C[O-], [NH4+], O. Product: CCOC(=O)C1(C(C)(C)O[SiH2]C(C)(C)C)CCNC1. RXN SMILES: [CH2:1]([CH3:2])[O:3][C:4](=[O:5])[C:6]1([C:18]([O:19][SiH2:20][C:21]([CH3:22])([CH3:23])[CH3:24])([CH3:25])[CH3:26])[CH2:7][N:8]([CH2:11][c:12]2[cH:13][cH:14][cH:15][cH:16][cH:17]2)[CH2:9][CH2:10]1.[CH3:31][OH:32].[CH:27]([O-:28])=[O:29].[NH4+:30].[OH2:33]>>[CH2:1]([CH3:2])[O:3][C:4](=[O:5])[C:6]1([C:18]([O:19][SiH2:20][C:21]([CH3:22])([CH3:23])[CH3:24])([CH3:25])[CH3:26])[CH2:7][NH:8][CH2:9][CH2:10]1. Reported procedure: 2-Fluoro-4-formyl-1-triphenylmethylimidazole and acetyl triphenyl phosphorane were reacted in toluene at 100° over 18 hours to give E-2-fluoro-4-(3-oxobut-1-enyl)-1-triphenylmethylimidazole. This was hydrogenated in a mixture of EtOAC and EtOH, using 5% w/w palladium on carbon as catalyst, to give 2-fluoro-4-(3-oxobutyl)-1-triphenylmethylimidazole. This was treated in EtOH with O-methylhydroxylamine hydrochloride and pyridine. Evaporation of solvent and trituration with water gave 2-fluoro-4-(3-... As a reaction SMILES: [F:1][C:2]1[N:3]([C:9]([C:22]2[CH:27]=[CH:26][CH:25]=[CH:24][CH:23]=2)([C:16]2[CH:21]=[CH:20][CH:19]=[CH:18][CH:17]=2)[C:10]2[CH:15]=[CH:14][CH:13]=[CH:12][CH:11]=2)[CH:4]=[C:5](C=O)[N:6]=1.C(P(C1C=CC=CC=1)(C1C=CC=CC=1)C1C=CC=CC=1)(=[O:30])C.[C:50]1(C)C=C[CH:53]=[CH:52][CH:51]=1>>[F:1][C:2]1[N:3]([C:9]([C:22]2[CH:23]=[CH:24][CH:25]=[CH:26][CH:27]=2)([C:10]2[CH:11]=[CH:12][CH:13]=[CH:14][CH:15]=2)[C:16]2[CH:21]=[CH:20][CH:19]=[CH:18][CH:17]=2)[CH:4]=[C:5](/[CH:50]=[CH:51]/[C:52](=[O:30])[CH3:53])[N:6]=1. The reactants are FC=1N(C=C(N1)C=O)C(C1=CC=CC=C1)(C1=CC=CC=C1)C1=CC=CC=C1 (2-Fluoro-4-formyl-1-triphenylmethylimidazole), C(C)(=O)P(C1=CC=CC=C1)(C1=CC=CC=C1)C1=CC=CC=C1 (acetyl triphenyl phosphorane), C1(=CC=CC=C1)C (toluene). Yields the product FC=1N(C=C(N1)\C=C\C(C)=O)C(C1=CC=CC=C1)(C1=CC=CC=C1)C1=CC=CC=C1 (E-2-fluoro-4-(3-oxobut-1-enyl)-1-triphenylmethylimidazole). Starting materials: C(C1=CC=CC=C1)OC1=CC=C(C=C1)C=1C=C(N=NC1CCCC)OCCN(CC)CC ({2-[5-(4-Benzyloxy-phenyl)-6-butyl-pyridazin-3-yloxy]-ethyl}-diethyl-amine), Cl (HCl). The solvent is O1CCOCC1 (dioxane). Product: Cl.Cl.C(C1=CC=CC=C1)OC1=CC=C(C=C1)C=1C=C(N=NC1CCCC)OCCN(CC)CC ({2-[5-(4-Benzyloxy-phenyl)-6-butyl-pyridazin-3-yloxy]-ethyl}-diethyl-amine dihydrochloride). RXN SMILES: [CH2:1]([O:8][C:9]1[CH:14]=[CH:13][C:12]([C:15]2[CH:16]=[C:17]([O:25][CH2:26][CH2:27][N:28]([CH2:31][CH3:32])[CH2:29][CH3:30])[N:18]=[N:19][C:20]=2[CH2:21][CH2:22][CH2:23][CH3:24])=[CH:11][CH:10]=1)[C:2]1[CH:7]=[CH:6][CH:5]=[CH:4][CH:3]=1.[ClH:33]>O1CCOCC1>[ClH:33].[ClH:33].[CH2:1]([O:8][C:9]1[CH:10]=[CH:11][C:12]([C:15]2[CH:16]=[C:17]([O:25][CH2:26][CH2:27][N:28]([CH2:31][CH3:32])[CH2:29][CH3:30])[N:18]=[N:19][C:20]=2[CH2:21][CH2:22][CH2:23][CH3:24])=[CH:13][CH:14]=1)[C:2]1[CH:3]=[CH:4][CH:5]=[CH:6][CH:7]=1 |f:3.4.5|. Reported procedure: {2-[5-(4-Benzyloxy-phenyl)-6-butyl-pyridazin-3-yloxy]-ethyl}-diethyl-amine was dissolved in 4.0 M HCl in dioxane and the solvent was evaporated. The resultant salt was washed with ether and dried to provide the title compound (19 mg). LCMS: m/z 435 [M+1]. 1H NMR (400 MHz, CD3OD) δ 7.89 (1H, s), 7.50-7.53 (2H, m), 7.45-7.47 (2H, m), 7.36-7.40 (2H, m), 7.30-7.34 (1H, m), 7.20-7.24 (2H, m), 5.20 (2H, S), 3.74 (2H, t), 3.35-3.42 (4H, m), 3.15 (2H, t), 1.48-1.53 (2H, m), 1.4 (6H, t), 1.21-1.32 (4H, m... The reactants are CCOC(=O)c1cncc2c(COc3cccc(N)c3)csc12, C1CCOC1, CCN(C(C)C)C(C)C, O=C(Cl)c1ccc(Cl)cc1. Yields the product CCOC(=O)c1cncc2c(COc3cccc(NC(=O)c4ccc(Cl)cc4)c3)csc12. Reaction SMILES: [CH2:1]([CH3:2])[O:3][C:4](=[O:5])[c:6]1[c:7]2[c:8]([cH:9][n:10][cH:11]1)[c:12]([CH2:15][O:16][c:17]1[cH:18][c:19]([NH2:23])[cH:20][cH:21][cH:22]1)[cH:13][s:14]2.[CH2:43]1[O:44][CH2:45][CH2:46][CH2:47]1.[CH:24]([N:25]([CH:26]([CH3:27])[CH3:28])[CH2:29][CH3:30])([CH3:31])[CH3:32].[Cl:33][C:34](=[O:35])[c:36]1[cH:37][cH:38][c:39]([Cl:40])[cH:41][cH:42]1>>[CH2:1]([CH3:2])[O:3][C:4](=[O:5])[c:6]1[c:7]2[c:8]([cH:9][n:10][cH:11]1)[c:12]([CH2:15][O:16][c:17]1[cH:18][c:19]([NH:23][C:34](=[O:35])[c:36]3[cH:37][cH:38][c:39]([Cl:40])[cH:41][cH:42]3)[cH:20][cH:21][cH:22]1)[cH:13][s:14]2.